Task: describe an organic reaction: reactants, conditions, products, and yield. Dataset: the Open Reaction Database (ORD), a public repository of structured organic reaction records Reactants: O=C([O-])[O-], C=CCc1ccc(C(F)(F)F)cc1S(N)(=O)=O, I, [K+], [K+]. Product: O=S1(=O)c2cc(C(F)(F)F)ccc2CC2CN21. Reaction SMILES: [C:18](=[O:19])([O-:20])[O-:21].[CH2:1]([CH:2]=[CH2:3])[c:4]1[c:5]([S:14](=[O:15])(=[O:16])[NH2:17])[cH:6][c:7]([C:10]([F:11])([F:12])[F:13])[cH:8][cH:9]1.[I:24].[K+:22].[K+:23]>>[CH2:1]1[CH:2]2[CH2:3][N:17]2[S:14](=[O:15])(=[O:16])[c:5]2[c:4]1[cH:9][cH:8][c:7]([C:10]([F:11])([F:12])[F:13])[cH:6]2. The reactants are BrC1=CC(=C(S1)C)CC1=CC=C(C=C1)O (4-((5-bromo-2-methylthiophen-3-yl)methyl)phenol), [Na+].[I-] (NaI), CNCCNC (N1,N2-dimethylethane-1,2-diamine). The reagents and catalysts are [Cu]I (CuI). The solvent is O1CCOCC1 (1.4-dioxane). Run at temperature 120 celsius, time 18 hour. Product: IC1=CC(=C(S1)C)CC1=CC=C(C=C1)O (4-((5-iodo-2-methylthiophen-3-yl)methyl)phenol). RXN SMILES: Br[C:2]1[S:6][C:5]([CH3:7])=[C:4]([CH2:8][C:9]2[CH:14]=[CH:13][C:12]([OH:15])=[CH:11][CH:10]=2)[CH:3]=1.[Na+].[I-:17].CNCCNC>O1CCOCC1.[Cu]I>[I:17][C:2]1[S:6][C:5]([CH3:7])=[C:4]([CH2:8][C:9]2[CH:14]=[CH:13][C:12]([OH:15])=[CH:11][CH:10]=2)[CH:3]=1 |f:1.2|. Procedure details: To a solution of bromide 12 (960 mg, 3.39 mmol) in 1.4-dioxane (10 mL) were added NaI (1.1 g, 6.78 mmol), CuI (100 mg, 0.34 mmol) and N1,N2-dimethylethane-1,2-diamine (0.1 mL, 0.68 mmol) at room temperature. The reaction mixture was evacuated and backfilled with nitrogen. The mixture was stirred 120° C. for 18 hours. The mixture was cooled to room temperature and filtered off through celite. The filtrate was extracted with EtOAc/H2O (50 mL/50 mL). The organic layer was dried over MgSO4, filtered...